Task: describe an organic reaction: reactants, conditions, products, and yield. Dataset: the Open Reaction Database (ORD), a public repository of structured organic reaction records Starting materials: COc1ccc(CNc2ccc(C(F)(F)c3nnc4ccc(Br)cn34)nn2)c(OC)c1, COc1ccccc1, O=C(O)C(F)(F)F. The product is Nc1ccc(C(F)(F)c2nnc3ccc(Br)cn23)nn1. Reaction SMILES: [Br:1][c:2]1[cH:3][cH:4][c:5]2[n:6]([cH:7]1)[c:8]([C:11]([c:12]1[cH:13][cH:14][c:15]([NH:18][CH2:19][c:20]3[cH:21][cH:22][c:23]([O:24][CH3:25])[cH:26][c:27]3[O:28][CH3:29])[n:16][n:17]1)([F:30])[F:31])[n:9][n:10]2.[CH3:32][O:33][c:34]1[cH:35][cH:36][cH:37][cH:38][cH:39]1.[F:40][C:41]([F:42])([F:43])[C:44]([OH:45])=[O:46]>>[Br:1][c:2]1[cH:3][cH:4][c:5]2[n:6]([cH:7]1)[c:8]([C:11]([c:12]1[cH:13][cH:14][c:15]([NH2:18])[n:16][n:17]1)([F:30])[F:31])[n:9][n:10]2. Starting materials: FC1=CC=C(CN2C[C@H](CC3=CC=CC=C23)NC([C@H](C2=CC=CC=C2)O)=O)C=C1 ((S)—N—((S)-1-(4-fluorobenzyl)-1,2,3,4-tetrahydroquinolin-3-yl)-2-hydroxy-2-phenylacetamide), S(O)(O)(=O)=O (sulfuric acid). Run in CCOC(=O)C (EtOAc), [OH-].[Na+] (NaOH), O (water), C(C)O (ethanol). Run at temperature 85 celsius, time 24 hour. Yields the product FC1=CC=C(CN2C[C@H](CC3=CC=CC=C23)N)C=C1 ((S)-1-(4-fluorobenzyl)-1,2,3,4-tetrahydroquinolin-3-amine), oil. The yield is 73.0%. As a reaction SMILES: [F:1][C:2]1[CH:29]=[CH:28][C:5]([CH2:6][N:7]2[C:16]3[C:11](=[CH:12][CH:13]=[CH:14][CH:15]=3)[CH2:10][C@H:9]([NH:17]C(=O)[C@@H](O)C3C=CC=CC=3)[CH2:8]2)=[CH:4][CH:3]=1.S(=O)(=O)(O)O>C(O)C.CCOC(C)=O.[OH-].[Na+].O>[F:1][C:2]1[CH:3]=[CH:4][C:5]([CH2:6][N:7]2[C:16]3[C:11](=[CH:12][CH:13]=[CH:14][CH:15]=3)[CH2:10][C@H:9]([NH2:17])[CH2:8]2)=[CH:28][CH:29]=1 |f:4.5|. Procedure details: To a solution of (S)—N—((S)-1-(4-fluorobenzyl)-1,2,3,4-tetrahydroquinolin-3-yl)-2-hydroxy-2-phenylacetamide (350 mg, 0.90 mmol) in absolute ethanol (20 mL) was added concentrated sulfuric acid (2 mL). The reaction mixture was stirred at 85° C. for 24 hours. The mixture was diluted with EtOAc (100 mL), 6 M NaOH aqueous solution (20 mL) and water (50 mL). The phases were separated and the aqueous phase was extracted with EtOAc (100 mL). The combined organic phases were washed with water (50 mL) an... Reactants: C(C)(=O)O[C@H]1[C@H](SC2=C(C=C(C=C2)C#N)C#N)SC[C@H]([C@@H]1OC(C)=O)OC(C)=O (2,4-dicyanophenyl 2,3,4-tri-O-acetyl-1,5-dithio-β-D-xylopyranoside). Run in C(Cl)Cl.CO (CH2Cl2 CH3OH). Product: S([C@H]1[C@H](O)[C@@H](O)[C@H](O)CS1)C1=C(C=C(C=C1)C#N)C#N (2,4-dicyanophenyl 1,5-dithio-β-D-xylopyranoside). Isolated yield 67.0%. RXN SMILES: C([O:4][C@@H:5]1[C@@H:21]([O:22]C(=O)C)[C@H:20]([O:26]C(=O)C)[CH2:19][S:18][C@H:6]1[S:7][C:8]1[CH:13]=[CH:12][C:11]([C:14]#[N:15])=[CH:10][C:9]=1[C:16]#[N:17])(=O)C>C(Cl)Cl.CO>[S:7]([C:8]1[CH:13]=[CH:12][C:11]([C:14]#[N:15])=[CH:10][C:9]=1[C:16]#[N:17])[C@@H:6]1[S:18][CH2:19][C@@H:20]([OH:26])[C@H:21]([OH:22])[C@H:5]1[OH:4] |f:1.2|. Procedure details: If the procedure described in Preparation V is followed, except that the reaction is carried out at 0° C., starting from 1.5 g (34.10-3 mol) of 2,4-dicyanophenyl 2,3,4-tri-O-acetyl-1,5-dithio-β-D-xylopyranoside (Example 16a), 0.71 g (yield: 67%) of the expected product is obtained after chromatography on silica using a CH2Cl2 /CH3OH mixture (8/1 v/v) as the eluent. Starting materials: N(=[N+]=[N-])CCOCCOCCOC1=CC=C(C=C1)NC(OC(C)(C)C)=O (tert-butyl 4-(2-(2-(2-azidoethoxy)ethoxy)ethoxy)phenylcarbamate), IC1=CC=C(C=C1)OCC#C (1-iodo-4-(prop-2-ynyloxy)benzene), O (H2O), Cu. The reagents and catalysts are [O-]S(=O)(=O)[O-].[Cu+2] (CuSO4). The solvent is C1CCOC1 (THF). Conditions: time 8 hour. Yields the product IC1=CC=C(OCC=2N=NN(C2)CCOCCOCCOC2=CC=C(C=C2)NC(OC(C)(C)C)=O)C=C1 (tert-butyl 4-(2-(2-(2-(4-((4-iodophenoxy)methyl)-1H-1,2,3-triazol-1-yl)ethoxy)ethoxy)ethoxy)phenylcarbamate). Yield: 68.2%. As a reaction SMILES: [N:1]([CH2:4][CH2:5][O:6][CH2:7][CH2:8][O:9][CH2:10][CH2:11][O:12][C:13]1[CH:18]=[CH:17][C:16]([NH:19][C:20](=[O:26])[O:21][C:22]([CH3:25])([CH3:24])[CH3:23])=[CH:15][CH:14]=1)=[N+:2]=[N-:3].[I:27][C:28]1[CH:33]=[CH:32][C:31]([O:34][CH2:35][C:36]#[CH:37])=[CH:30][CH:29]=1.O>C1COCC1.[O-]S([O-])(=O)=O.[Cu+2]>[I:27][C:28]1[CH:33]=[CH:32][C:31]([O:34][CH2:35][C:36]2[N:3]=[N:2][N:1]([CH2:4][CH2:5][O:6][CH2:7][CH2:8][O:9][CH2:10][CH2:11][O:12][C:13]3[CH:14]=[CH:15][C:16]([NH:19][C:20](=[O:26])[O:21][C:22]([CH3:23])([CH3:25])[CH3:24])=[CH:17][CH:18]=3)[CH:37]=2)=[CH:30][CH:29]=1 |f:4.5|. Procedure: To a solution of tert-butyl 4-(2-(2-(2-azidoethoxy)ethoxy)ethoxy)phenylcarbamate (1.78 g, 4.86 mmol) and 1-iodo-4-(prop-2-ynyloxy)benzene (1.25 g, 4.86 mmol) in THF (30 mL) was added H2O (8.0 mL), Cu powder (0.31 g, 4.86 mmol) and CuSO4 (0.12 g, 0.486 mmol). The reaction mixture was stirred at room temperature for at least 12 hours (overnight). The reaction mixture was filtered through celite and washed with EtOAc. The organic layer was separated, washed with EDTA solution, dried and concentrate... Starting materials: COC1=C(C=CC=C1)N1C([C@H](CCCC1)NC(OC(C)(C)C)=O)=O ((S)-tert-butyl 1-(2-methoxyphenyl)-2-oxoazepan-3-ylcarbamate), C(=O)(C(F)(F)F)O (TFA). Run in C(Cl)Cl (DCM). Conditions: time 2 hour. Product: FC(C(=O)O)(F)F.N[C@@H]1C(N(CCCC1)C1=C(C=CC=C1)OC)=O ((S)-3-amino-1-(2-methoxyphenyl)azepan-2-one trifluoroacetate). Isolated yield 100.0%. RXN SMILES: [CH3:1][O:2][C:3]1[CH:8]=[CH:7][CH:6]=[CH:5][C:4]=1[N:9]1[CH2:15][CH2:14][CH2:13][CH2:12][C@H:11]([NH:16]C(=O)OC(C)(C)C)[C:10]1=[O:24].[C:25]([OH:31])([C:27]([F:30])([F:29])[F:28])=[O:26]>C(Cl)Cl>[F:28][C:27]([F:30])([F:29])[C:25]([OH:31])=[O:26].[NH2:16][C@H:11]1[CH2:12][CH2:13][CH2:14][CH2:15][N:9]([C:4]2[CH:5]=[CH:6][CH:7]=[CH:8][C:3]=2[O:2][CH3:1])[C:10]1=[O:24] |f:3.4|. Procedure: To a round bottom flask was added (S)-tert-butyl 1-(2-methoxyphenyl)-2-oxoazepan-3-ylcarbamate (27 mg, 0.081 mmol), DCM (1 mL) and TFA (1 mL). The reaction mixture was stirred at rt for 2 hr. The reaction mixture was concentrated under reduced pressure and then dried under high vacuum to give (S)-3-amino-1-(2-methoxyphenyl)azepan-2-one trifluoroacetate (28 mg, 0.080 mmol, 100% yield) as an oil.